This data is from the Open Reaction Database (ORD), a public repository of structured organic reaction records. The task is: describe an organic reaction: reactants, conditions, products, and yield Starting materials: O=C(O)COc1ccc2sc3ccccc3c(=O)c2c1, O=C(O)c1ccccc1SSc1ccccc1C(=O)O, Oc1ccccc1. Product: O=c1c2ccccc2sc2ccc(O)cc12. Reaction SMILES: [C:1]([CH2:2][O:5][c:6]1[cH:7][c:8]2[c:9](=[O:20])[c:10]3[cH:11][cH:12][cH:13][cH:14][c:15]3[s:16][c:17]2[cH:18][cH:19]1)([OH:3])=[O:4].[C:28]([OH:29])(=[O:30])[c:31]1[cH:32][cH:33][cH:34][cH:35][c:36]1[S:37][S:38][c:39]1[cH:40][cH:41][cH:42][cH:43][c:44]1[C:45]([OH:46])=[O:47].[OH:21][c:22]1[cH:23][cH:24][cH:25][cH:26][cH:27]1>>[OH:5][c:6]1[cH:7][c:8]2[c:9](=[O:20])[c:10]3[cH:11][cH:12][cH:13][cH:14][c:15]3[s:16][c:17]2[cH:18][cH:19]1. Reactants: ClC1=NC=CC(=N1)CC(=O)C=1C=CC(=C(C1)NS(=O)(=O)C1=C(C=CC=C1F)F)F (N-{5-[(2-chloro-4-pyrimidinyl)acetyl]-2-fluorophenyl}-2,6-difluorobenzenesulfonamide), C1CC(=O)N(C1=O)Br (NBS), CC(C(N)=S)C (2-methylpropanethioamide). The solvent is CN(C)C=O (DMF). Reaction conditions: time 45 minute. Yields the product ClC1=NC=CC(=N1)C1=C(N=C(S1)C(C)C)C=1C=CC(=C(C1)NS(=O)(=O)C1=C(C=CC=C1F)F)F (N-{5-[5-(2-Chloro-4-pyrimidinyl)-2-(1-methylethyl)-1,3-thiazol-4-yl]-2-fluorophenyl}-2,6-difluorobenzenesulfonamide). Isolated yield 41.0%. As a reaction SMILES: [Cl:1][C:2]1[N:7]=[C:6]([CH2:8][C:9]([C:11]2[CH:12]=[CH:13][C:14]([F:29])=[C:15]([NH:17][S:18]([C:21]3[C:26]([F:27])=[CH:25][CH:24]=[CH:23][C:22]=3[F:28])(=[O:20])=[O:19])[CH:16]=2)=O)[CH:5]=[CH:4][N:3]=1.C1C(=O)N(Br)C(=O)C1.[CH3:38][CH:39]([CH3:43])[C:40](=[S:42])[NH2:41]>CN(C=O)C>[Cl:1][C:2]1[N:7]=[C:6]([C:8]2[S:42][C:40]([CH:39]([CH3:43])[CH3:38])=[N:41][C:9]=2[C:11]2[CH:12]=[CH:13][C:14]([F:29])=[C:15]([NH:17][S:18]([C:21]3[C:26]([F:27])=[CH:25][CH:24]=[CH:23][C:22]=3[F:28])(=[O:20])=[O:19])[CH:16]=2)[CH:5]=[CH:4][N:3]=1. Reported procedure: To a solution of N-{5-[(2-chloro-4-pyrimidinyl)acetyl]-2-fluorophenyl}-2,6-difluorobenzenesulfonamide (1.0 g, 2.3 mmol) in DMF (10 mL) was added NBS (0.49 g, 2.8 mmol). After stirring for 45 min at rt, 2-methylpropanethioamide (0.35 g, 3.4 mmol), was added and the reaction was stirred at rt. After 4 h, the reaction mixture was partitioned between ether and saturated aqueous NaHCO3. The organic layer was washed with brine, dried over anhydrous NaSCO4, filtered, and concentrated to generate 0.49 g... Reactants: CCOC(=O)C(C(=O)n1nnc2ccccc21)C1CCCCC1, C1CCOC1, CC(C)[N-]C(C)C, [Li+], O=C1CCCC1, O. The product is CCOC(=O)C(C(=O)C1CCCC1=O)C1CCCCC1. RXN SMILES: [CH2:15]([CH3:16])[O:17][C:18]([CH:19]([C:20](=[O:21])[n:22]1[c:23]2[cH:24][cH:25][cH:26][cH:27][c:28]2[n:29][n:30]1)[CH:31]1[CH2:32][CH2:33][CH2:34][CH2:35][CH2:36]1)=[O:37].[CH2:39]1[O:40][CH2:41][CH2:42][CH2:43]1.[CH3:2][CH:3]([N-:4][CH:5]([CH3:6])[CH3:7])[CH3:8].[Li+:1].[O:9]=[C:10]1[CH2:11][CH2:12][CH2:13][CH2:14]1.[OH2:38]>>[O:9]=[C:10]1[CH:11]([C:20]([CH:19]([C:18]([O:17][CH2:15][CH3:16])=[O:37])[CH:31]2[CH2:32][CH2:33][CH2:34][CH2:35][CH2:36]2)=[O:21])[CH2:12][CH2:13][CH2:14]1. Starting materials: C1(=CC=CC=C1)C(C)(O)C1=NOC(=C1NC(CCl)=O)C (N-[3-(1-phenyl-1-hydroxyethyl)-5-methylisoxazol-4-yl]chloroacetamide), [H-].[Na+] (sodium hydride). The solvent is O1CCCC1 (tetrahydrofuran). Product: CC=1ON=C2C1NC(COC2(C2=CC=CC=C2)C)=O (4,8-dihydro-3,8-dimethyl-8-phenylisoxazolo[4,3-e][1,4]oxazepin-5(6H)-one). The yield is 51.2%. As a reaction SMILES: [C:1]1([C:7]([C:10]2[C:14]([NH:15][C:16](=[O:19])[CH2:17]Cl)=[C:13]([CH3:20])[O:12][N:11]=2)([OH:9])[CH3:8])[CH:6]=[CH:5][CH:4]=[CH:3][CH:2]=1.[H-].[Na+]>O1CCCC1>[CH3:20][C:13]1[O:12][N:11]=[C:10]2[C:7]([CH3:8])([C:1]3[CH:6]=[CH:5][CH:4]=[CH:3][CH:2]=3)[O:9][CH2:17][C:16](=[O:19])[NH:15][C:14]=12 |f:1.2|. Procedure details: A solution of 7.25 g of N-[3-(1-phenyl-1-hydroxyethyl)-5-methylisoxazol-4-yl]chloroacetamide in 36 ml of tetrahydrofuran was added, dropwise under nitrogen, to a suspension of sodium hydride, from washing 2.5 g of a 50% (by weight) oil suspension with hexane, in 146 ml of tetrahydrofuran. The resulting mixture was refluxed for two hours, concentrated, and quenched with 250 ml of ice water. The resulting precipitate was collected, washed with hexane and dried under vacuum (phosphorus pentoxide). ... Reactants: Cc1ccccc1, CCCc1ccc(C(=O)O)c(F)c1, O=S(Cl)Cl, c1ccncc1. The product is CCCc1ccc(C(=O)Cl)c(F)c1. RXN SMILES: [CH3:24][c:25]1[cH:26][cH:27][cH:28][cH:29][cH:30]1.[F:1][c:2]1[c:3]([C:4](=[O:5])[OH:6])[cH:7][cH:8][c:9]([CH2:11][CH2:12][CH3:13])[cH:10]1.[S:14]([Cl:15])([Cl:16])=[O:17].[cH:18]1[cH:19][cH:20][n:21][cH:22][cH:23]1>>[F:1][c:2]1[c:3]([C:4](=[O:5])[Cl:16])[cH:7][cH:8][c:9]([CH2:11][CH2:12][CH3:13])[cH:10]1.